Dataset: the Open Reaction Database (ORD), a public repository of structured organic reaction records. Task: describe an organic reaction: reactants, conditions, products, and yield Reactants: C(C)OC(=O)C=1N=C(OC1)N (2-Amino-oxazole-4-carboxylic acid ethyl ester), C(C)(=O)OC(C)=O (acetic acid anhydride). The product is C(C)OC(=O)C=1N=C(OC1)NC(C)=O (2-Acetylamino-oxazole-4-carboxylic acid ethyl ester). Reaction SMILES: [CH2:1]([O:3][C:4]([C:6]1[N:7]=[C:8]([NH2:11])[O:9][CH:10]=1)=[O:5])[CH3:2].[C:12](OC(=O)C)(=[O:14])[CH3:13]>>[CH2:1]([O:3][C:4]([C:6]1[N:7]=[C:8]([NH:11][C:12](=[O:14])[CH3:13])[O:9][CH:10]=1)=[O:5])[CH3:2]. Procedure: 1.0 g (6.40 mmol) 2-Amino-oxazole-4-carboxylic acid ethyl ester and 9.1 mL (96.3 mmol) acetic acid anhydride are stirred for 2 d at rt. The mixture is concentrated in vacuo to yield the desired product which is used without further purification. Starting materials: O=C1CCC(=O)N1Br, C1CCOC1, CCCCCn1c2nc[nH]c2c(=O)n2c(Cc3ccc(OC)cc3)nnc12. The product is CCCCCn1c2nc(Br)[nH]c2c(=O)n2c(Cc3ccc(OC)cc3)nnc12. RXN SMILES: [Br:28][N:29]1[C:30](=[O:31])[CH2:32][CH2:33][C:34]1=[O:35].[CH2:36]1[O:37][CH2:38][CH2:39][CH2:40]1.[CH3:1][O:2][c:3]1[cH:4][cH:5][c:6]([CH2:7][c:8]2[n:9][n:10][c:11]3[n:12]2[c:13](=[O:25])[c:14]2[nH:15][cH:16][n:17][c:18]2[n:19]3[CH2:20][CH2:21][CH2:22][CH2:23][CH3:24])[cH:26][cH:27]1>>[CH3:1][O:2][c:3]1[cH:4][cH:5][c:6]([CH2:7][c:8]2[n:9][n:10][c:11]3[n:12]2[c:13](=[O:25])[c:14]2[nH:15][c:16]([Br:28])[n:17][c:18]2[n:19]3[CH2:20][CH2:21][CH2:22][CH2:23][CH3:24])[cH:26][cH:27]1. The reactants are COc1ccc2c(c1)C(C)(C)Oc1c-2ccc2oc(C(=O)O)cc(=O)c12, I, NCCO, O. Product: CC1(C)Oc2c(ccc3oc(C(=O)O)cc(=O)c23)-c2ccc(O)cc21. RXN SMILES: [C:1](=[O:2])([OH:3])[c:4]1[o:5][c:6]2[c:7]([c:8](=[O:10])[cH:9]1)[c:11]1[c:12]([cH:13][cH:14]2)-[c:15]2[c:16]([cH:21][c:22]([O:25][CH3:26])[cH:23][cH:24]2)[C:17]([CH3:19])([CH3:20])[O:18]1.[IH:31].[NH2:27][CH2:28][CH2:29][OH:30].[OH2:32]>>[C:1](=[O:2])([OH:3])[c:4]1[o:5][c:6]2[c:7]([c:8](=[O:10])[cH:9]1)[c:11]1[c:12]([cH:13][cH:14]2)-[c:15]2[c:16]([cH:21][c:22]([OH:25])[cH:23][cH:24]2)[C:17]([CH3:19])([CH3:20])[O:18]1. The yield is 37.0%. Procedure details: A solution of NBS (1.16 g, 6.50 mmol) in DCM (40 ml) was added dropwise to a stirred and cooled (0-5° C.) solution of 2-methoxy-5-methyl-7-(trifluoroacetyl)-6,7,8,9-tetrahydro-5H-pyrido[2,3-d]azepin-3-amine (1.97 g, 6.50 mmol) in DCM (40 ml) over a period of 20 min. After 30 minutes of stirring, the reaction was quenched with sat. aq. NaHCO3 and extracted with DCM. The organic layer was dried, concentrated in vacuo and purified by column chromatography to provide 920 mg (37%) of 4-bromo-2-methox... RXN SMILES: C1C(=O)N([Br:8])C(=O)C1.[CH3:9][O:10][C:11]1[C:12]([NH2:29])=[CH:13][C:14]2[CH:20]([CH3:21])[CH2:19][N:18]([C:22](=[O:27])[C:23]([F:26])([F:25])[F:24])[CH2:17][CH2:16][C:15]=2[N:28]=1>C(Cl)Cl>[Br:8][C:13]1[C:14]2[CH:20]([CH3:21])[CH2:19][N:18]([C:22](=[O:27])[C:23]([F:26])([F:24])[F:25])[CH2:17][CH2:16][C:15]=2[N:28]=[C:11]([O:10][CH3:9])[C:12]=1[NH2:29]. The product is BrC1=C(C(=NC=2CCN(CC(C21)C)C(C(F)(F)F)=O)OC)N (4-bromo-2-methoxy-5-methyl-7-(trifluoroacetyl)-6,7,8,9-tetrahydro-5H-pyrido[2,3-d]azepin-3-amine). Solvent: C(Cl)Cl (DCM), C(Cl)Cl (DCM). Starting materials: C1CC(=O)N(C1=O)Br (NBS), COC=1C(=CC2=C(CCN(CC2C)C(C(F)(F)F)=O)N1)N (2-methoxy-5-methyl-7-(trifluoroacetyl)-6,7,8,9-tetrahydro-5H-pyrido[2,3-d]azepin-3-amine). The reactants are CCCN(CCC)CCCCN, CCOC(=O)c1cn2cc(C#N)ccc2n1, CCCCCC, C[Al](C)C, ClCCl, Cl. Reaction SMILES: [CH2:1]([CH2:2][CH3:3])[N:4]([CH2:5][CH2:6][CH2:7][CH2:8][NH2:9])[CH2:10][CH2:11][CH3:12].[CH2:23]([O:25][C:26](=[O:24])[c:28]1[n:29][c:30]2[n:31]([cH:32][c:33]([C:36]#[N:37])[cH:34][cH:35]2)[cH:38]1)[CH3:27].[CH3:13][CH2:14][CH2:15][CH2:16][CH2:17][CH3:18].[CH3:19][Al:20]([CH3:21])[CH3:22].[Cl:40][CH2:41][Cl:42].[ClH:39]>>[CH2:1]([CH2:2][CH3:3])[N:4]([CH2:5][CH2:6][CH2:7][CH2:8][NH:9][C:26](=[O:25])[c:28]1[n:29][c:30]2[n:31]([cH:32][c:33]([C:36]#[N:37])[cH:34][cH:35]2)[cH:38]1)[CH2:10][CH2:11][CH3:12]. Product: CCCN(CCC)CCCCNC(=O)c1cn2cc(C#N)ccc2n1. Starting materials: CCO, CCOC(=O)C1CC=C(c2ccc(N)c3c(=O)c(C)c[nH]c23)CC1, [Pd]. The product is CCOC(=O)C1CCC(c2ccc(N)c3c(=O)c(C)c[nH]c23)CC1. RXN SMILES: [CH3:25][CH2:26][OH:27].[NH2:1][c:2]1[c:3]2[c:4](=[O:24])[c:5]([CH3:23])[cH:6][nH:7][c:8]2[c:9]([C:12]2=[CH:13][CH2:14][CH:15]([C:18](=[O:19])[O:20][CH2:21][CH3:22])[CH2:16][CH2:17]2)[cH:10][cH:11]1.[Pd:28]>>[NH2:1][c:2]1[c:3]2[c:4](=[O:24])[c:5]([CH3:23])[cH:6][nH:7][c:8]2[c:9]([CH:12]2[CH2:13][CH2:14][CH:15]([C:18](=[O:19])[O:20][CH2:21][CH3:22])[CH2:16][CH2:17]2)[cH:10][cH:11]1. Starting materials: [BH4-].[Na+] (sodium borohydride), C(#N)C1(CC=CC1)C1=CC=C(C=C1)F (1-cyano-1-(4-fluorophenyl)cyclopent-3-ene), C(C)[Mg]Br (ethyl magnesium bromide), ice, [OH-].[Na+] (sodium hydroxide). The solvent is C1(=CC=CC=C1)C (toluene). Conditions: time 2.5 hour. Product: NC(CC)C1(CC=CC1)C1=CC=C(C=C1)F (1-(1-aminopropyl)-1-(4-fluorophenyl)cyclopent-3-ene). The yield is 73.2%. Reaction SMILES: [C:1]([C:3]1([C:8]2[CH:13]=[CH:12][C:11]([F:14])=[CH:10][CH:9]=2)[CH2:7][CH:6]=[CH:5][CH2:4]1)#[N:2].[CH2:15]([Mg]Br)[CH3:16].[BH4-].[Na+].[OH-].[Na+]>C1(C)C=CC=CC=1>[NH2:2][CH:1]([C:3]1([C:8]2[CH:9]=[CH:10][C:11]([F:14])=[CH:12][CH:13]=2)[CH2:7][CH:6]=[CH:5][CH2:4]1)[CH2:15][CH3:16] |f:2.3,4.5|. Procedure details: 1-cyano-1-(4-fluorophenyl)cyclopent-3-ene (117, 1.4 g, 7.48 mmol) was dissolved in toluene (3.5 mL) and ethyl magnesium bromide (5 mL, 15 mmol, 3M in ether) added. After stirring for 2.5 hours, the reaction mixture was added dropwise to ice cold methanol (50 mL), followed by sodium borohydride (560 mg, 15 mmol). The mixture was warmed to room temperature and stirred overnight. The white suspension was treated with sodium hydroxide solution (aq, 1M, 125 mL) and then extracted with dichloromethane...